This data is from the Open Reaction Database (ORD), a public repository of structured organic reaction records. The task is: describe an organic reaction: reactants, conditions, products, and yield Starting materials: CCOC(=O)c1nc2n(c(=O)c1OCc1ccccc1)CCOC2(C)C, CCO, [Li+], C1CCOC1, [OH-], O. The product is CC1(C)OCCn2c1nc(C(=O)O)c(OCc1ccccc1)c2=O. Reaction SMILES: [CH2:1]([c:2]1[cH:3][cH:4][cH:5][cH:6][cH:7]1)[O:8][c:9]1[c:10]([C:22](=[O:23])[O:24][CH2:25][CH3:26])[n:11][c:12]2[n:17]([c:18]1=[O:19])[CH2:16][CH2:15][O:14][C:13]2([CH3:20])[CH3:21].[CH2:35]([OH:36])[CH3:37].[Li+:28].[O:30]1[CH2:31][CH2:32][CH2:33][CH2:34]1.[OH-:27].[OH2:29]>>[CH2:1]([c:2]1[cH:3][cH:4][cH:5][cH:6][cH:7]1)[O:8][c:9]1[c:10]([C:22](=[O:23])[OH:24])[n:11][c:12]2[n:17]([c:18]1=[O:19])[CH2:16][CH2:15][O:14][C:13]2([CH3:20])[CH3:21].